From a dataset of the Open Reaction Database (ORD), a public repository of structured organic reaction records. describe an organic reaction: reactants, conditions, products, and yield As a reaction SMILES: [CH3:18][c:19]1[cH:20][cH:21][cH:22][cH:23][cH:24]1.[Cl:1][c:2]1[c:3]([CH2:10][C:11](=[O:12])[OH:13])[cH:4][cH:5][c:6]([O:8][CH3:9])[cH:7]1.[S:14]([Cl:15])([Cl:16])=[O:17]>>[Cl:1][c:2]1[c:3]([CH2:10][C:11](=[O:13])[Cl:16])[cH:4][cH:5][c:6]([O:8][CH3:9])[cH:7]1. Yields the product COc1ccc(CC(=O)Cl)c(Cl)c1. Reactants: Cc1ccccc1, COc1ccc(CC(=O)O)c(Cl)c1, O=S(Cl)Cl. The reactants are ( 5 ), CC1=CC=C(C=C1)S(=O)(=O)OC[C@H]1COC2=C(O1)C=C(C=C2Cl)S(=O)(=O)C ([(2R)-5-chloro-7-(methylsulfonyl)-2,3-dihydro-1,4-benzodioxin-2-yl]methyl 4-methylbenzenesulfonate), ( 3 ), CNCC (N-methylethanamine), ( 3 ), ( 2 ). Run in C(C)#N (ACN). Yields the product ClC1=CC(=CC=2O[C@H](COC21)CN(CC)C)S(=O)(=O)C (N-{[(2S)-5-CHLORO-7-(METHYLSULFONYL)-2,3-DIHYDRO-1,4-BENZODIOXIN-2-YL]METHYL}-N-METHYLETHANAMINE). As a reaction SMILES: CC1C=CC(S(O[CH2:12][C@@H:13]2[O:18][C:17]3[CH:19]=[C:20]([S:24]([CH3:27])(=[O:26])=[O:25])[CH:21]=[C:22]([Cl:23])[C:16]=3[O:15][CH2:14]2)(=O)=O)=CC=1.[CH3:28][NH:29][CH2:30][CH3:31]>C(#N)C>[Cl:23][C:22]1[C:16]2[O:15][CH2:14][C@H:13]([CH2:12][N:29]([CH3:28])[CH2:30][CH3:31])[O:18][C:17]=2[CH:19]=[C:20]([S:24]([CH3:27])(=[O:25])=[O:26])[CH:21]=1. Procedure details: Preparation according to Example 57 using [(2R)-5-chloro-7-(methylsulfonyl)-2,3-dihydro-1,4-benzodioxin-2-yl]methyl 4-methylbenzenesulfonate (0.027 g, 0.062 mmol), N-methylethanamine (0.5 ml), ACN (3 ml). MS m/z (rel. intensity, 70 eV) 319 (M+, 0.3), 85 (3), 84 (3), 73 (5), 72 (bp), 63 (2). Starting materials: FC1=C(N)C=CC(=C1)F (2,4-Difluoroaniline), S(=O)(Cl)Cl (thionyl chloride), FC(C=1C=C(OC2=C(C(=O)O)C=CC=N2)C=CC1)(F)F (2-(3-trifluoromethylphenoxy)nicotinic acid), C1(=CC=CC=C1)C (Toluene). The solvent is C(Cl)Cl (methylene chloride), C(C)N(CC)CC (triethylamine). Reaction conditions: time 18 hour. The product is FC1=C(C=CC(=C1)F)NC(C1=C(N=CC=C1)OC1=CC(=CC=C1)C(F)(F)F)=O (N-(2,4-difluorophenyl)-2-(3-trifluoromethylphenoxy)nicotinamide). Reaction SMILES: S(Cl)(Cl)=O.[F:5][C:6]([F:24])([F:23])[C:7]1[CH:8]=[C:9]([CH:20]=[CH:21][CH:22]=1)[O:10][C:11]1[N:19]=[CH:18][CH:17]=[CH:16][C:12]=1[C:13]([OH:15])=O.C1(C)C=CC=CC=1.[F:32][C:33]1[CH:39]=[C:38]([F:40])[CH:37]=[CH:36][C:34]=1[NH2:35]>C(Cl)Cl.C(N(CC)CC)C>[F:32][C:33]1[CH:39]=[C:38]([F:40])[CH:37]=[CH:36][C:34]=1[NH:35][C:13](=[O:15])[C:12]1[CH:16]=[CH:17][CH:18]=[N:19][C:11]=1[O:10][C:9]1[CH:20]=[CH:21][CH:22]=[C:7]([C:6]([F:5])([F:24])[F:23])[CH:8]=1. Reported procedure: A mixture of thionyl chloride (465 ml) and 2-(3-trifluoromethylphenoxy)nicotinic acid [930 L g; described by F. J. Villani et al, J. Med. Chem. 18, 1 (1975)] was allowed to stand at ambient temperature for 18 hours and was then heated at reflux for 1 hour. Toluene (1 liter) was then added and the solution was evaporated under reduced pressure. The residue thus obtained was dissolved in methylene chloride (3 liters) and treated, with stirring, with triethylamine (453 ml) at ambient temperature. 2... Reactants: C(=O)C=1C=C(C(=O)OC)C=CC1 (methyl 3-formylbenzoate), [OH-].[Na+] (sodium hydroxide), Cl (hydrochloric acid), C(C)(=O)OCC (ethyl acetate). The solvent is CO (methanol), Petroleum ether. Run at time 1 hour. Yields the product C(=O)C=1C=C(C(=O)O)C=CC1 (3-formylbenzoic acid). Isolated yield 99.4%. Reaction SMILES: [CH:1]([C:3]1[CH:4]=[C:5]([CH:10]=[CH:11][CH:12]=1)[C:6]([O:8]C)=[O:7])=[O:2].[OH-].[Na+].C(OCC)(=O)C.Cl>CO>[CH:1]([C:3]1[CH:4]=[C:5]([CH:10]=[CH:11][CH:12]=1)[C:6]([OH:8])=[O:7])=[O:2] |f:1.2|. Reported procedure: A mixture of methyl 3-formylbenzoate (6.15 g, 37.46 mmol) in methanol (61.5 mL) and 2 M sodium hydroxide aqueous solution (37.5 mL, 75 mmol) was stirred at r.t. for 1 h, Thin layer chromatography (Petroleum ether:ethyl acetate=1:1) showed the reaction was complete. The reaction mixture was acidified with 80 mL of 1 M hydrochloric acid aqueous solution to pH=2 and the resulting mixture was concentrated in vacuo. The residue was extracted with ethyl acetate for 3 times and the combined organic lay... Starting materials: BrC(Br)(Br)Br, ClCCl, CC(C)(C)OC(=O)N1CCCC(C(O)c2cccc(F)c2)C1, c1ccc(P(c2ccccc2)c2ccccc2)cc1. Yields the product CC(C)(C)OC(=O)N1CCCC(C(Br)c2cccc(F)c2)C1. Reaction SMILES: [C:23]([Br:24])([Br:25])([Br:26])[Br:27].[Cl:47][CH2:48][Cl:49].[F:1][c:2]1[cH:3][c:4]([CH:8]([CH:9]2[CH2:10][N:11]([C:15](=[O:16])[O:17][C:18]([CH3:19])([CH3:20])[CH3:21])[CH2:12][CH2:13][CH2:14]2)[OH:22])[cH:5][cH:6][cH:7]1.[c:28]1([P:29]([c:30]2[cH:31][cH:32][cH:33][cH:34][cH:35]2)[c:36]2[cH:37][cH:38][cH:39][cH:40][cH:41]2)[cH:42][cH:43][cH:44][cH:45][cH:46]1>>[F:1][c:2]1[cH:3][c:4]([CH:8]([CH:9]2[CH2:10][N:11]([C:15](=[O:16])[O:17][C:18]([CH3:19])([CH3:20])[CH3:21])[CH2:12][CH2:13][CH2:14]2)[Br:24])[cH:5][cH:6][cH:7]1. Reactants: O=CCCCNC(=O)c1ccccc1, COc1cc2c(cc1OC)CN(C(=O)NCCCCO)CC2. Product: COc1cc2c(cc1OC)CN(C(=O)NCCCC=O)CC2. RXN SMILES: [O:23]=[CH:24][CH2:25][CH2:26][CH2:27][NH:28][C:29](=[O:30])[c:31]1[cH:32][cH:33][cH:34][cH:35][cH:36]1.[OH:1][CH2:2][CH2:3][CH2:4][CH2:5][NH:6][C:7](=[O:8])[N:9]1[CH2:10][c:11]2[cH:12][c:13]([O:21][CH3:22])[c:14]([O:19][CH3:20])[cH:15][c:16]2[CH2:17][CH2:18]1>>[O:1]=[CH:2][CH2:3][CH2:4][CH2:5][NH:6][C:7](=[O:8])[N:9]1[CH2:10][c:11]2[cH:12][c:13]([O:21][CH3:22])[c:14]([O:19][CH3:20])[cH:15][c:16]2[CH2:17][CH2:18]1.